The task is: describe an organic reaction: reactants, conditions, products, and yield. This data is from the Open Reaction Database (ORD), a public repository of structured organic reaction records. Starting materials: N (ammonia), C(=O)=O.CC(=O)C (dry ice acetone), N1(CCOCC1)CCCS(=O)(=O)Cl (3-morpholin-4-yl-propane-1-sulphonyl chloride). Solvent: ClCCl (Dichloromethane). Conditions: time 24 hour. Product: N1(CCOCC1)CCCS(=O)(=O)N (3-Morpholin-4-yl-propane-1-sulfonic acid amide). Reaction SMILES: [NH3:1].C(=O)=O.CC(C)=O.[N:9]1([CH2:15][CH2:16][CH2:17][S:18](Cl)(=[O:20])=[O:19])[CH2:14][CH2:13][O:12][CH2:11][CH2:10]1>ClCCl>[N:9]1([CH2:15][CH2:16][CH2:17][S:18]([NH2:1])(=[O:20])=[O:19])[CH2:14][CH2:13][O:12][CH2:11][CH2:10]1 |f:1.2|. Reported procedure: Dichloromethane (40 ml) was saturated with ammonia gas with cooling (dry ice/acetone), and then 3-morpholin-4-yl-propane-1-sulphonyl chloride (279 mg, 1.23 mmoles) was added. The mixture was stirred at room temperature for 24 hours. The mixture was filtered, the filtrate evaporated and the residue was dried at 40° C. in vacuo to afford compound 58 (210 mg) as a gum. LC/MS System A; Rt=0.28 mins, m/z (ES+)=209 (M+H for C7H16N2O3S). Starting materials: ClC=1C=C(C=CC1Cl)C(CC(=O)O)C(=O)OCC1=CC=CC=C1 (3-(3,4-dichlorophenyl)-3-benzyloxycarbonylpropionic acid), C1(=CC=CC=C1)[C@H](C)N ((S)-1-phenylethylamine), C1CCC2=NCCCN2CC1 (DBU). The solvent is CC(C)O (2-propanol). Reaction conditions: temperature 70 celsius. The product is ClC=1C=C(C=CC1Cl)C(CC(=O)O)C(=O)OCC1=CC=CC=C1.C1(=CC=CC=C1)[C@H](C)N ((+)-3-(3,4-dichlorophenyl)-3-benzyloxycarbonylpropionic acid·(S)-1-phenylethylamine). The yield is 74.8%. RXN SMILES: [Cl:1][C:2]1[CH:3]=[C:4]([CH:9]([C:14]([O:16][CH2:17][C:18]2[CH:23]=[CH:22][CH:21]=[CH:20][CH:19]=2)=[O:15])[CH2:10][C:11]([OH:13])=[O:12])[CH:5]=[CH:6][C:7]=1[Cl:8].[C:24]1([C@@H:30]([NH2:32])[CH3:31])[CH:29]=[CH:28][CH:27]=[CH:26][CH:25]=1.C1CCN2C(=NCCC2)CC1>CC(O)C>[Cl:1][C:2]1[CH:3]=[C:4]([CH:9]([C:14]([O:16][CH2:17][C:18]2[CH:19]=[CH:20][CH:21]=[CH:22][CH:23]=2)=[O:15])[CH2:10][C:11]([OH:13])=[O:12])[CH:5]=[CH:6][C:7]=1[Cl:8].[C:24]1([C@@H:30]([NH2:32])[CH3:31])[CH:29]=[CH:28][CH:27]=[CH:26][CH:25]=1 |f:4.5|. Procedure: 176.60 g (0.500 mol) of 3-(3,4-dichlorophenyl)-3-benzyloxycarbonylpropionic acid was suspended in 1,250 ml of 2-propanol and the solution was heated to an internal temperature of 70° C. Then 60.59 g (0.500 mol) of (S)-1-phenylethylamine and 6.09 g (0.040 mol) of DBU were added and the solution was heated to an internal temperature of 75° C. and stirred. With this temperature maintained, the solution was further stirred for 3 hours, then cooled slowly to an internal temperature of 30° C. and addi...